From a dataset of the Open Reaction Database (ORD), a public repository of structured organic reaction records. describe an organic reaction: reactants, conditions, products, and yield The reactants are COc1cccc2c1CCC(CO)C2, Cc1ccc(S(=O)(=O)Cl)cc1, c1ccncc1. The product is COc1cccc2c1CCC(COS(=O)(=O)c1ccc(C)cc1)C2. RXN SMILES: [CH3:1][O:2][c:3]1[c:4]2[c:9]([cH:10][cH:11][cH:12]1)[CH2:8][CH:7]([CH2:13][OH:14])[CH2:6][CH2:5]2.[c:15]1([CH3:25])[cH:16][cH:17][c:18]([S:21](=[O:22])(=[O:23])[Cl:24])[cH:19][cH:20]1.[cH:26]1[cH:27][cH:28][n:29][cH:30][cH:31]1>>[CH3:1][O:2][c:3]1[c:4]2[c:9]([cH:10][cH:11][cH:12]1)[CH2:8][CH:7]([CH2:13][O:14][S:21]([c:18]1[cH:17][cH:16][c:15]([CH3:25])[cH:20][cH:19]1)(=[O:22])=[O:23])[CH2:6][CH2:5]2. Starting materials: C1(O)=CC(O)=CC=C1 (resorcinol), [N+](=O)([O-])C1=C(C(=O)CC(=O)OCC)C=CC=C1 (ethyl o-nitrobenzoylacetate), Cl (hydrochloric acid). Solvent: CO (methanol). Conditions: time 1 hour. Product: [N+](=O)([O-])C1=C(C=CC=C1)C1=CC(OC2=CC(=CC=C12)O)=O (4-o-nitrophenyl-7-hydroxy-coumarin). Isolated yield 63.6%. As a reaction SMILES: [C:1]1([CH:8]=[CH:7][CH:6]=[C:4]([OH:5])[CH:3]=1)[OH:2].[N+:9]([C:12]1[CH:25]=[CH:24][CH:23]=[CH:22][C:13]=1[C:14]([CH2:16][C:17](OCC)=[O:18])=O)([O-:11])=[O:10].Cl>CO>[N+:9]([C:12]1[CH:25]=[CH:24][CH:23]=[CH:22][C:13]=1[C:14]1[C:8]2[C:1](=[CH:3][C:4]([OH:5])=[CH:6][CH:7]=2)[O:2][C:17](=[O:18])[CH:16]=1)([O-:11])=[O:10]. Reported procedure: 0.1 mole resorcinol is reacted with 0.1 mole ethyl o-nitrobenzoylacetate in methanol at 0° C. while passing through for one hour gaseous hydrochloric acid, and then maintaining at ambient temperature for 24 hours. After recrystallisation from an acetone-water mixture, there are obtained 18 grams 4-o-nitrophenyl-7-hydroxy-coumarin. This compound melts at 230° C.